From a dataset of the Open Reaction Database (ORD), a public repository of structured organic reaction records. describe an organic reaction: reactants, conditions, products, and yield The reactants are S(=O)(Cl)Cl (thionyl chloride), [N+](=O)([O-])C1=CC=C2CCNC(C2=C1)CC(=O)O (7-nitro-1,2,3,4-tetrahydroisoquinoline-1-acetic acid), CCOCC (ether). The solvent is CO (methanol). Conditions: temperature 0 celsius. Product: Cl.COC(CC1NCCC2=CC=C(C=C12)[N+](=O)[O-])=O (7-Nitro-1,2,3,4-tetrahydroisoquinoline-1-acetic Acid Methyl Ester Hydrochloride). The yield is 93.0%. As a reaction SMILES: [N+:1]([C:4]1[CH:13]=[C:12]2[C:7]([CH2:8][CH2:9][NH:10][CH:11]2[CH2:14][C:15]([OH:17])=[O:16])=[CH:6][CH:5]=1)([O-:3])=[O:2].S(Cl)([Cl:20])=O.[CH3:22]COCC>CO>[ClH:20].[CH3:22][O:16][C:15](=[O:17])[CH2:14][CH:11]1[C:12]2[C:7](=[CH:6][CH:5]=[C:4]([N+:1]([O-:3])=[O:2])[CH:13]=2)[CH2:8][CH2:9][NH:10]1 |f:4.5|. Procedure: To a suspension of 7-nitro-1,2,3,4-tetrahydroisoquinoline-1-acetic acid (2.75 g, 11.5 mmol) in methanol (25 ml) at 0° C. was added dropwise thionyl chloride (3.6 ml, 41 mmol). After addition was complete, the reaction mixture was heated at reflux for 0.33 h. After cooling slightly, ether (50 ml) was added and the reaction mixture was cooled to 0° C. The precipitate was collected to give the title compound as a light yellow solid (3.09 g, 93%), m.p. 211-2° C.